This data is from the Open Reaction Database (ORD), a public repository of structured organic reaction records. The task is: describe an organic reaction: reactants, conditions, products, and yield The reactants are COC1=CC=C(C=C1)C1=NOC2(C1CCCC(C2)C(=O)OC)N2CCCC2 (methyl 3a,5,6,7,8,8a-hexahydro-3-(4-methoxyphenyl)-8a-pyrrolidino-4H-cyclohept[d]isoxazole-7-carboxylate). The solvent is C(C)(=O)O (acetic acid), O (water), S(O)(O)(=O)=O (sulfuric acid), O (water). Conditions: time 1 hour. The product is COC1=CC=C(C=C1)C1=NOC2=C1CCCC(C2)C(=O)O (5,6,7,8-tetrahydro-3-(4-methoxyphenyl)-4H-cyclohept[d]isoxazole-7-carboxylic acid). Yield: 60.3%. Reaction SMILES: [CH3:1][O:2][C:3]1[CH:8]=[CH:7][C:6]([C:9]2[CH:13]3[CH2:14][CH2:15][CH2:16][CH:17]([C:19]([O:21]C)=[O:20])[CH2:18][C:12]3(N3CCCC3)[O:11][N:10]=2)=[CH:5][CH:4]=1>C(O)(=O)C.O.S(=O)(=O)(O)O>[CH3:1][O:2][C:3]1[CH:4]=[CH:5][C:6]([C:9]2[C:13]3[CH2:14][CH2:15][CH2:16][CH:17]([C:19]([OH:21])=[O:20])[CH2:18][C:12]=3[O:11][N:10]=2)=[CH:7][CH:8]=1. Procedure: 2.32 g (0.006 mol) of methyl 3a,5,6,7,8,8a-hexahydro-3-(4-methoxyphenyl)-8a-pyrrolidino-4H-cyclohept[d]isoxazole-7-carboxylate were dissolved in a mixture of 6 ml of glacial acetic acid, 6 ml of water and 6 ml of concentrated sulfuric acid. The mixture was held at 100° C. for 1 hour, cooled and diluted with 20 ml of water to give a white precipitate which was filtered off, washed and dried. Crystallization from ethyl acetate gave 1.04 g of 5,6,7,8-tetrahydro-3-(4-methoxyphenyl)-4H-cyclohept[d]is... Reactants: ClC1=C2C3(C(NC2=CC=C1)=O)C1=C(OC3)C=C3OCCC3=C1 (4′-chloro-5,6-dihydrospiro[benzo[1,2-b:5,4-b']difuran-3,3′-indol]-2′(1′H)-one), BrCC1OCCCC1 (2-(bromomethyl)tetrahydro-2H-pyran), N1C(C2(C3=CC=CC=C13)C1=C(OC2)C=C2OCCC2=C1)=O (5,6-dihydrospiro[benzo[1,2-b:5,4-b′]difuran-3,3′-indol]-2′(1′H)-one), CC1=CC=C(C=C1)S(=O)(=O)OC[C@@H]1OCCC1 ((R)-(tetrahydrofuran-2-yl)methyl 4-methylbenzenesulfonate). Product: ClC1=C2C3(C(N(C2=CC=C1)C[C@@H]1OCCC1)=O)C1=C(OC3)C=C3OCCC3=C1 (4′-chloro-1′-[(2R)-tetrahydrofuran-2-ylmethyl]-5,6-dihydrospiro[benzo[1,2-b:5,4-b′]difuran-3,3′-indol]-2′(1′H)-one). As a reaction SMILES: [Cl:1][C:2]1[CH:10]=[CH:9][CH:8]=[C:7]2[C:3]=1[C:4]1([CH2:15][O:14][C:13]3[CH:16]=[C:17]4[C:21](=[CH:22][C:12]1=3)[CH2:20][CH2:19][O:18]4)[C:5](=[O:11])[NH:6]2.N1C2C(=CC=CC=2)[C:25]2([CH2:35][O:34][C:33]3[CH:36]=C4C(=C[C:32]2=3)CCO4)C1=O.CC1C=CC(S(OC[C@H]2CCCO2)(=O)=O)=CC=1.BrCC1CCCCO1>>[Cl:1][C:2]1[CH:10]=[CH:9][CH:8]=[C:7]2[C:3]=1[C:4]1([CH2:15][O:14][C:13]3[CH:16]=[C:17]4[C:21](=[CH:22][C:12]1=3)[CH2:20][CH2:19][O:18]4)[C:5](=[O:11])[N:6]2[CH2:36][C@H:33]1[CH2:32][CH2:25][CH2:35][O:34]1. Reported procedure: Following the procedure as described in EXAMPLE 4 and making non-critical variations using 4′-chloro-5,6-dihydrospiro[benzo[1,2-b:5,4-b']difuran-3,3′-indol]-2′(1′H)-one to replace 5,6-dihydrospiro[benzo[1,2-b:5,4-b′]difuran-3,3′-indol]-2′(1′H)-one, and (R)-(tetrahydrofuran-2-yl)methyl 4-methylbenzenesulfonate to replace 2-(bromomethyl)tetrahydro-2H-pyran, 4′-chloro-1′-[(2R)-tetrahydrofuran-2-ylmethyl]-5,6-dihydrospiro[benzo[1,2-b:5,4-b′]difuran-3,3′-indol]-2′(1′H)-one was obtained (80%) as a col... The reactants are COC(C1=CC=C(C=C1)N)=O (methyl-4-aminobenzoate), COC(CC(C(C)C)=O)=O (methyl-4-methyl-3-oxopentanoate), C(CN)N (ethylene diamine). Run in C1(=CC=CC=C1)C (toluene), C(C)(=O)OCC (ethyl acetate). Product: CC(C(CC(=O)NC1=CC=C(C(=O)OC)C=C1)=O)C (Methyl 4-[(4-methyl-3-oxopentanoyl)amino]benzoate). As a reaction SMILES: [CH3:1][O:2][C:3](=[O:11])[C:4]1[CH:9]=[CH:8][C:7]([NH2:10])=[CH:6][CH:5]=1.C[O:13][C:14](=O)[CH2:15][C:16](=[O:20])[CH:17]([CH3:19])[CH3:18].C(N)CN>C1(C)C=CC=CC=1.C(OCC)(=O)C>[CH3:18][CH:17]([CH3:19])[C:16](=[O:20])[CH2:15][C:14]([NH:10][C:7]1[CH:8]=[CH:9][C:4]([C:3]([O:2][CH3:1])=[O:11])=[CH:5][CH:6]=1)=[O:13]. Reported procedure: To a solution of methyl-4-aminobenzoate (250 g, 1.65 moles) in toluene (2.4 L) was added methyl-4-methyl-3-oxopentanoate (237.7 g, 1.648 moles) and ethylene diamine (1.15 ml, 0.016 moles). The reaction mixture was refluxed for about 20-25 hours. The solvent was removed under reduced pressure to obtain a solid residue. The residue was dissolved in ethyl acetate (2.4 L). The organic phase was washed with an acid (e.g., 20% w/w hydrochloric acid 0.5 L) followed by de-ionized water. It was further w... The reactants are C(C)OC(=O)CCC1=C(C=CC=C1OCCCC(=O)OCC)CCCCCCOC=1C=C(C(=O)O)C=C(C1)C1=CSC=C1C (3-{6-[2-(2-ethoxycarbonyl-ethyl)-3-(3-ethoxycarbonyl-propoxy)-phenyl]-hexyloxy}-5-(4-methyl-thiophen-3-yl)-benzoic acid), C1(CC1)N (cyclopropylamine). Product: C(=O)(O)CCC1=C(OCCCC(=O)O)C=CC=C1CCCCCCOC1=CC(=CC(=C1)C1=CSC=C1C)C(NC1CC1)=O (4-(2-(2-Carboxy-ethyl)-3-{6-[3-cyclopropylcarbamoyl-5-(4-methyl-thiophen-3-yl)-phenoxy]-hexyl}-phenoxy)-butyric acid). Reaction SMILES: C([O:3][C:4]([CH2:6][CH2:7][C:8]1[C:13]([O:14][CH2:15][CH2:16][CH2:17][C:18]([O:20]CC)=[O:19])=[CH:12][CH:11]=[CH:10][C:9]=1[CH2:23][CH2:24][CH2:25][CH2:26][CH2:27][CH2:28][O:29][C:30]1[CH:31]=[C:32]([CH:36]=[C:37]([C:39]2[C:43]([CH3:44])=[CH:42][S:41][CH:40]=2)[CH:38]=1)[C:33](O)=[O:34])=[O:5])C.[CH:45]1([NH2:48])[CH2:47][CH2:46]1>>[C:4]([CH2:6][CH2:7][C:8]1[C:9]([CH2:23][CH2:24][CH2:25][CH2:26][CH2:27][CH2:28][O:29][C:30]2[CH:38]=[C:37]([C:39]3[C:43]([CH3:44])=[CH:42][S:41][CH:40]=3)[CH:36]=[C:32]([C:33](=[O:34])[NH:48][CH:45]3[CH2:47][CH2:46]3)[CH:31]=2)=[CH:10][CH:11]=[CH:12][C:13]=1[O:14][CH2:15][CH2:16][CH2:17][C:18]([OH:20])=[O:19])([OH:5])=[O:3]. Reported procedure: The title compound was prepared according to the general procedure described above starting from 3-{6-[2-(2-ethoxycarbonyl-ethyl)-3-(3-ethoxycarbonyl-propoxy)-phenyl]-hexyloxy}-5-(4-methyl-thiophen-3-yl)-benzoic acid and cyclopropylamine (10% yield after two steps). As a reaction SMILES: CS(CSC)=[O:3].[CH2:7]([Li])[CH2:8][CH2:9][CH3:10].BrCC(O[CH2:18][C:19]1[CH:24]=[CH:23][CH:22]=[CH:21][CH:20]=1)CBr.[OH2:25]>C1COCC1>[CH2:18]([O:25][CH:8]1[CH2:9][C:10](=[O:3])[CH2:7]1)[C:19]1[CH:20]=[CH:21][CH:22]=[CH:23][CH:24]=1. Run at temperature -20 celsius, time 3 hour. The product is C(C1=CC=CC=C1)OC1CC(C1)=O (3-(benzyloxy)cyclobutanone). Reported procedure: Methylsulfinyl(methylthio)methane (13 ml, 125 mmol) was dissolved in 250 ml THF and cooled to −20° C. n-Butyllithium (50 ml, 125 mmol) was added and the mixture was stirred for 3 h at −20° C. The mixture was cooled down to −78° C. and a solution of 1-((1,3-dibromopropan-2-yloxy)methyl)benzene (16.000 g, 52 mmol) was added. The reaction was stirred over night and allowed to warm up to RT. It was stirred for an additional 6 h at RT, hydrolyzed with water and extracted with EtOAc. The combined orga... Solvent: C1CCOC1 (THF). The reactants are O (water), CS(=O)CSC (Methylsulfinyl(methylthio)methane), BrCC(CBr)OCC1=CC=CC=C1 (1-((1,3-dibromopropan-2-yloxy)methyl)benzene), C(CCC)[Li] (n-Butyllithium).